Dataset: the Open Reaction Database (ORD), a public repository of structured organic reaction records. Task: describe an organic reaction: reactants, conditions, products, and yield Starting materials: CC1=CC=C(C=C1)S(=O)(=O)OCCC#C[Si](C)(C)C (4-(trimethylsilyl)but-3-ynyl 4-methylbenzenesulfonate), [N-]=[N+]=[N-].[Na+] (sodium azide). The solvent is CN(C)C=O (DMF). Conditions: temperature 60 celsius. Yields the product N(=[N+]=[N-])CCC#C[Si](C)(C)C ((4-azidobut-1-ynyl)trimethylsilane). The yield is 90.0%. As a reaction SMILES: CC1C=CC(S(O[CH2:12][CH2:13][C:14]#[C:15][Si:16]([CH3:19])([CH3:18])[CH3:17])(=O)=O)=CC=1.[N-:20]=[N+:21]=[N-:22].[Na+]>CN(C=O)C>[N:20]([CH2:12][CH2:13][C:14]#[C:15][Si:16]([CH3:19])([CH3:18])[CH3:17])=[N+:21]=[N-:22] |f:1.2|. Procedure details: A mixture of 4-(trimethylsilyl)but-3-ynyl 4-methylbenzenesulfonate (1.38 g; 4.65 mmol) and sodium azide (0.908 g; 13.96 mmol) in DMF (5 mL) was heated at 60° C. for 2 hours and concentrated under reduced pressure. The residue was dissolved in dichloromethane and washed with an aqueous solution of saturated ammonium chloride, dried and concentrated under reduced pressure to yield 0.700 g (90%) of (4-azidobut-1-ynyl)trimethylsilane which was used without further purification. Reactants: CCO, Fc1cccc(CCl)c1, [Na+], [OH-], O=Cc1ccc(O)cc1. Yields the product O=Cc1ccc(OCc2cccc(F)c2)cc1. RXN SMILES: [CH3:21][CH2:22][OH:23].[F:1][c:2]1[cH:3][c:4]([CH2:5][Cl:6])[cH:7][cH:8][cH:9]1.[Na+:20].[OH-:19].[OH:10][c:11]1[cH:12][cH:13][c:14]([CH:15]=[O:16])[cH:17][cH:18]1>>[F:1][c:2]1[cH:3][c:4]([CH2:5][O:10][c:11]2[cH:12][cH:13][c:14]([CH:15]=[O:16])[cH:17][cH:18]2)[cH:7][cH:8][cH:9]1. The reactants are FC1=CC=C(C=C1)N1CCN(CC1)C1C=C(CC1)C1=NC=2CCC3(CC2C(N1)=O)CC3 (2′-(3-(4-(4-fluorophenyl)piperazin-1-yl)cyclopent-1-en-1-yl)-7′,8′-dihydro-3′H-spiro[cyclopropane-1,6′-quinazolin]-4′(5′H)-one), CO (methanol), Cl (hydrochloric acid). Run in ClCCl (dichloromethane). Conditions: temperature 25 celsius, time 42.5 minute. The product is Cl.FC1=CC=C(C=C1)N1CCN(CC1)[C@H]1C=C(CC1)C1=NC=2CCC3(CC2C(N1)=O)CC3 ((R)-2′-(3-(4-(4-fluorophenyl)piperazin-1-yl)cyclopent-1-en-1-yl)-7′,8′-dihydro-3′H-spiro[cyclopropane-1,6′-quinazolin]-4′(5′H)-one hydrochloride salt). The yield is 98.7%. Reaction SMILES: [F:1][C:2]1[CH:7]=[CH:6][C:5]([N:8]2[CH2:13][CH2:12][N:11]([CH:14]3[CH2:18][CH2:17][C:16]([C:19]4[NH:28][C:27](=[O:29])[C:26]5[CH2:25][C:24]6([CH2:31][CH2:30]6)[CH2:23][CH2:22][C:21]=5[N:20]=4)=[CH:15]3)[CH2:10][CH2:9]2)=[CH:4][CH:3]=1.CO.[ClH:34]>ClCCl>[ClH:34].[F:1][C:2]1[CH:3]=[CH:4][C:5]([N:8]2[CH2:13][CH2:12][N:11]([C@@H:14]3[CH2:18][CH2:17][C:16]([C:19]4[NH:28][C:27](=[O:29])[C:26]5[CH2:25][C:24]6([CH2:30][CH2:31]6)[CH2:23][CH2:22][C:21]=5[N:20]=4)=[CH:15]3)[CH2:10][CH2:9]2)=[CH:6][CH:7]=1 |f:4.5|. Procedure details: To a stirred solution of 2′-(3-(4-(4-fluorophenyl)piperazin-1-yl)cyclopent-1-en-1-yl)-7′,8′-dihydro-3′H-spiro[cyclopropane-1,6′-quinazolin]-4′(5′H)-one (550 mg, 1.308 mmol) in dichloromethane (15 ml), and methanol (15 ml) was added hydrochloric acid (2.62 ml, 5.23 mmol, 2M solution in ether) was added at 5-10° C. Reaction mix was stirred at 25° C. for 40-45 mins. Reaction mixture was concentrated under reduced pressure to obtain sticky solid, which was washed with ether (2×10 ml) to afford title... The reactants are COC(=O)COc1ccc(CC(=O)OCc2ccccc2)cc1, CO, [OH-], [OH-], [Pd+2]. Yields the product COC(=O)COc1ccc(CC(=O)O)cc1. RXN SMILES: [CH3:1][O:2][C:3](=[O:4])[CH2:5][O:6][c:7]1[cH:8][cH:9][c:10]([CH2:13][C:14](=[O:15])[O:16][CH2:17][c:18]2[cH:19][cH:20][cH:21][cH:22][cH:23]2)[cH:11][cH:12]1.[CH3:24][OH:25].[OH-:26].[OH-:28].[Pd+2:27]>>[CH3:1][O:2][C:3](=[O:4])[CH2:5][O:6][c:7]1[cH:8][cH:9][c:10]([CH2:13][C:14](=[O:15])[OH:16])[cH:11][cH:12]1. Starting materials: CC(=O)OI1(C=2C=CC=CC2C(=O)O1)(OC(=O)C)OC(=O)C (Dess-Martin periodinane), ClC=1C=C(C=CC1Cl)C1=CC(=NN1C1=CC=C(C=C1)OCC)CO ([5-(3,4-dichloro-phenyl)-1-(4-ethoxy-phenyl)-1H-pyrazol-3-yl]-methanol). Run in C(Cl)Cl (CH2Cl2), C(Cl)Cl (CH2Cl2). Reaction conditions: time 8 hour. Yields the product ClC=1C=C(C=CC1Cl)C1=CC(=NN1C1=CC=C(C=C1)OCC)C=O (5-(3,4-Dichloro-phenyl)-1-(4-ethoxy-phenyl)-1H-pyrazole-3-carbaldehyde). The yield is 70.0%. RXN SMILES: CC(OI1(OC(C)=O)(OC(C)=O)OC(=O)C2C=CC=CC1=2)=O.[Cl:23][C:24]1[CH:25]=[C:26]([C:31]2[N:35]([C:36]3[CH:41]=[CH:40][C:39]([O:42][CH2:43][CH3:44])=[CH:38][CH:37]=3)[N:34]=[C:33]([CH2:45][OH:46])[CH:32]=2)[CH:27]=[CH:28][C:29]=1[Cl:30]>C(Cl)Cl>[Cl:23][C:24]1[CH:25]=[C:26]([C:31]2[N:35]([C:36]3[CH:37]=[CH:38][C:39]([O:42][CH2:43][CH3:44])=[CH:40][CH:41]=3)[N:34]=[C:33]([CH:45]=[O:46])[CH:32]=2)[CH:27]=[CH:28][C:29]=1[Cl:30]. Procedure: To a solution of Dess-Martin periodinane (2.0 g, 4.6 mmol, 2.0 equiv) in CH2Cl2 (10 mL) was added a solution of [5-(3,4-dichloro-phenyl)-1-(4-ethoxy-phenyl)-1H-pyrazol-3-yl]-methanol (prepared by the method of Example 1, Steps A-C; 0.84 g, 2.3 mmol) in CH2Cl2 (10 mL). The reaction mixture was stirred overnight at room temperature. Then the reaction was quenched with 1 M NaOH (10 mL), and the resulting mixture was stirred until the layers separated. The aqueous layer was back-extracted with CH2Cl... Reactants: CC(C)(C)[Si](OCc1ccc(Br)cc1Cl)(c1ccccc1)c1ccccc1, CC(C)CI. Yields the product CC(C)Cc1ccc(CO[Si](c2ccccc2)(c2ccccc2)C(C)(C)C)c(Cl)c1. RXN SMILES: [Br:1][c:2]1[cH:3][c:4]([Cl:27])[c:5]([CH2:8][O:9][Si:10]([c:11]2[cH:12][cH:13][cH:14][cH:15][cH:16]2)([c:17]2[cH:18][cH:19][cH:20][cH:21][cH:22]2)[C:23]([CH3:24])([CH3:25])[CH3:26])[cH:6][cH:7]1.[CH2:28]([CH:29]([CH3:30])[CH3:31])[I:32]>>[c:2]1([CH2:28][CH:29]([CH3:30])[CH3:31])[cH:3][c:4]([Cl:27])[c:5]([CH2:8][O:9][Si:10]([c:11]2[cH:12][cH:13][cH:14][cH:15][cH:16]2)([c:17]2[cH:18][cH:19][cH:20][cH:21][cH:22]2)[C:23]([CH3:24])([CH3:25])[CH3:26])[cH:6][cH:7]1. Reactants: [OH-].[Na+] (NaOH), C(C)OC(CCC1(CCCC2=CC=CC=C12)C)=O (3-(1,2,3,4-Tetrahydro-1-methylnaphth-1-yl)-propionic acid ethyl ester). Run in O (water), C(C)O (ethanol). Conditions: time 2 hour. Product: CC1(CCCC2=CC=CC=C12)CCC(=O)O (3-(1,2,3,4-Tetrahydro-1-methylnaphth-1-yl)-propionic acid). RXN SMILES: [OH-].[Na+].C([O:5][C:6](=[O:20])[CH2:7][CH2:8][C:9]1([CH3:19])[C:18]2[C:13](=[CH:14][CH:15]=[CH:16][CH:17]=2)[CH2:12][CH2:11][CH2:10]1)C>O.C(O)C>[CH3:19][C:9]1([CH2:8][CH2:7][C:6]([OH:20])=[O:5])[C:18]2[C:13](=[CH:14][CH:15]=[CH:16][CH:17]=2)[CH2:12][CH2:11][CH2:10]1 |f:0.1|. Procedure: A solution of 14 g NaOH in 60 ml of water was added to a solution of 21 g of 5 in 600 ml ethanol. The mixture was stirred for 2 hours. The bulk of the ethanol was then evaporated and the residue poured into 1 liter of water. The mixture was acidified with 2N HCl and the product extracted with ether. The organic layer was dried and evaporated. This yielded 17.5 g of carboxylic acid 6 in the form of an oil; Rf =0.47 (toluene/ethyl acetate/ethanol/acetic acid 8/2/1/0 1). Reactants: C(C)(C)(C)OC(C)=O (acetic acid tert-butyl ester), ClC1=CC=C2C=CC(=NC2=C1OS(=O)(=O)C(F)(F)F)C (trifluoro-methanesulfonic acid 7-chloro-2-methyl-quinolin-8-yl ester), C(CCC)[Li] (n-Butyl lithium), C[Si]([N-][Si](C)(C)C)(C)C (hexamethyl disilazide), C1(CCCCC1)P(C1=C(C=CC=C1)C1=C(C=CC=C1)N(C)C)C1CCCCC1 ((2′-dicyclohexylphosphanyl-biphenyl-2-yl)-dimethyl-amine). Reagents/catalysts: C=1C=CC(=CC1)/C=C/C(=O)/C=C/C2=CC=CC=C2.C=1C=CC(=CC1)/C=C/C(=O)/C=C/C2=CC=CC=C2.C=1C=CC(=CC1)/C=C/C(=O)/C=C/C2=CC=CC=C2.[Pd].[Pd] (Pd2(dba)3). Solvent: C1(=CC=CC=C1)C (toluene). Run at temperature -78 celsius, time 15 minute. Yields the product C(C)(C)(C)OC(CC=1C(=CC=C2C=CC(=NC12)C)Cl)=O ((7-Chloro-2-methyl-quinolin-8-yl)-acetic acid tert-butyl ester). Isolated yield 39.9%. As a reaction SMILES: C([Li])CCC.C[Si](C)(C)[N-][Si](C)(C)C.C1(P(C2CCCCC2)C2C=CC=CC=2C2C=CC=CC=2N(C)C)CCCCC1.[C:43]([O:47][C:48](=[O:50])[CH3:49])([CH3:46])([CH3:45])[CH3:44].[Cl:51][C:52]1[C:61](OS(C(F)(F)F)(=O)=O)=[C:60]2[C:55]([CH:56]=[CH:57][C:58]([CH3:70])=[N:59]2)=[CH:54][CH:53]=1>C1(C)C=CC=CC=1.C1C=CC(/C=C/C(/C=C/C2C=CC=CC=2)=O)=CC=1.C1C=CC(/C=C/C(/C=C/C2C=CC=CC=2)=O)=CC=1.C1C=CC(/C=C/C(/C=C/C2C=CC=CC=2)=O)=CC=1.[Pd].[Pd]>[C:43]([O:47][C:48](=[O:50])[CH2:49][C:61]1[C:52]([Cl:51])=[CH:53][CH:54]=[C:55]2[C:60]=1[N:59]=[C:58]([CH3:70])[CH:57]=[CH:56]2)([CH3:46])([CH3:45])[CH3:44] |f:6.7.8.9.10|. Procedure details: n-Butyl lithium (1.6 M in hexane, 5.3 ml, 8.52 mmol, 1.5 equiv) was added at −78° C. under an atmosphere of argon to a degassed solution of hexamethyl disilazide (1.38 g, 8.52 mmol, 1.5 equiv) in toluene (16 ml). After stirring at −78° C. for 15 minutes and at room temperature for 15 minutes, Pd2(dba)3 (156 mg, 0.17 mmol, 0.03 equiv) and (2′-dicyclohexylphosphanyl-biphenyl-2-yl)-dimethyl-amine (141 mg, 0.36 mmol, 0.063 equiv) were added. After stirring at room temperature for 10 minutes, the rea... The reactants are Cl.CN(C)CC(=S)N (dimethylaminothioacetamide, hydrochloride), ClCC(CCl)=O (1,3-dichloropropanone), C([O-])(O)=O.[Na+] (sodium bicarbonate). Solvent: ClCCCl (1,2-dichloroethane). Run at time 8 hour. The product is Cl.ClCC=1N=C(SC1)CN(C)C (4-Chloromethyl-2-dimethylaminomethylthiazole, hydrochloride). As a reaction SMILES: Cl.[CH3:2][N:3]([CH2:5][C:6]([NH2:8])=[S:7])[CH3:4].[Cl:9][CH2:10][C:11](=O)[CH2:12]Cl.C(=O)(O)[O-].[Na+]>ClCCCl>[ClH:9].[Cl:9][CH2:10][C:11]1[N:8]=[C:6]([CH2:5][N:3]([CH3:4])[CH3:2])[S:7][CH:12]=1 |f:0.1,3.4,6.7|. Procedure: To a 500 ml. flask were added 260 ml. of 1,2-dichloroethane, 52.7 g. of dimethylaminothioacetamide, hydrochloride, 48.2 g. of 1,3-dichloropropanone and 63 g. of sodium bicarbonate. The mixture was stirred overnight, and was filtered. The filter cake was washed with 250 ml. of 1,2-dichloroethane, and the combined filtrates were added to a 1000 ml. flask and cooled in an ice bath. To it was added dropwise 30.7 ml. of sulfuryl chloride. The mixture was seeded with crystals of authentic product, and...